From a dataset of the Open Reaction Database (ORD), a public repository of structured organic reaction records. describe an organic reaction: reactants, conditions, products, and yield Reactants: C(CCC)[Sn](C=1SC=CC1C1OCCO1)(CCCC)CCCC (2-[2-(tributylstannyl)-3-thienyl]-1,3-dioxolane), [N+](=O)([O-])C1=C(CBr)C=CC=C1 (2-nitrobenzyl bromide), CCCCCC (hexane). The reagents and catalysts are [Pd].C1(=CC=CC=C1)P(C1=CC=CC=C1)C1=CC=CC=C1.C1(=CC=CC=C1)P(C1=CC=CC=C1)C1=CC=CC=C1.C1(=CC=CC=C1)P(C1=CC=CC=C1)C1=CC=CC=C1.C1(=CC=CC=C1)P(C1=CC=CC=C1)C1=CC=CC=C1 (tetrakis (triphenylphosphine)-palladium (0)). Run in C1(=CC=CC=C1)C (toluene). Product: [N+](=O)([O-])C1=C(C=CC=C1)CC=1SC=CC1C1OCCO1 (2-[2-[(2-Nitrophenyl)methyl]-3-thienyl1-1,3-dioxolane). RXN SMILES: C([Sn](CCCC)(CCCC)[C:6]1[S:7][CH:8]=[CH:9][C:10]=1[CH:11]1[O:15][CH2:14][CH2:13][O:12]1)CCC.[N+:24]([C:27]1[CH:34]=[CH:33][CH:32]=[CH:31][C:28]=1[CH2:29]Br)([O-:26])=[O:25].CCCCCC>C1(C)C=CC=CC=1.[Pd].C1(P(C2C=CC=CC=2)C2C=CC=CC=2)C=CC=CC=1.C1(P(C2C=CC=CC=2)C2C=CC=CC=2)C=CC=CC=1.C1(P(C2C=CC=CC=2)C2C=CC=CC=2)C=CC=CC=1.C1(P(C2C=CC=CC=2)C2C=CC=CC=2)C=CC=CC=1>[N+:24]([C:27]1[CH:34]=[CH:33][CH:32]=[CH:31][C:28]=1[CH2:29][C:6]1[S:7][CH:8]=[CH:9][C:10]=1[CH:11]1[O:12][CH2:13][CH2:14][O:15]1)([O-:26])=[O:25] |f:4.5.6.7.8|. Procedure details: A mixture of 2-[2-(tributylstannyl)-3-thienyl]-1,3-dioxolane (8.8 gms, 20 mmols), 2-nitrobenzyl bromide (4.5 gms, 22 mmol) and tetrakis (triphenylphosphine)-palladium (0) (200 mg) is refluxed in degassed toluene for 16 hours under nitrogen atmosphere. At the end, the reaction mixture is cooled to room temperature and filtered through diatomaceous earth. The toluene is removed by concentrating at reduced pressure and the product isolated by silica gel column chromatography by elution with 30% eth... Starting materials: COC(=O)COc1ccc(Cl)c2nc(OC(F)F)c(Cc3ccc(S(C)(=O)=O)cc3)c(C)c12, CO, CC(=O)O, [Li+], [OH-], O. Product: Cc1c(Cc2ccc(S(C)(=O)=O)cc2)c(OC(F)F)nc2c(Cl)ccc(OCC(=O)O)c12. As a reaction SMILES: [CH3:1][O:2][C:3]([CH2:4][O:5][c:6]1[c:7]2[c:8]([CH3:32])[c:9]([CH2:21][c:22]3[cH:23][cH:24][c:25]([S:28](=[O:29])(=[O:30])[CH3:31])[cH:26][cH:27]3)[c:10]([O:17][CH:18]([F:19])[F:20])[n:11][c:12]2[c:13]([Cl:16])[cH:14][cH:15]1)=[O:33].[CH3:34][OH:35].[CH3:39][C:40](=[O:41])[OH:42].[Li+:36].[OH-:37].[OH2:38]>>[O:2]=[C:3]([CH2:4][O:5][c:6]1[c:7]2[c:8]([CH3:32])[c:9]([CH2:21][c:22]3[cH:23][cH:24][c:25]([S:28](=[O:29])(=[O:30])[CH3:31])[cH:26][cH:27]3)[c:10]([O:17][CH:18]([F:19])[F:20])[n:11][c:12]2[c:13]([Cl:16])[cH:14][cH:15]1)[OH:33]. Reactants: N1(CCCC1)S(=O)(=O)C(C)S(=O)(=O)N=C=O (1-pyrrolidinosulfonylethylsulfonyl isocyanate), NC1=NC(=CC(=N1)Cl)OC (2-amino-4-chloro-6-methoxypyrimidine). The solvent is ClCCl (dichloromethane), ClCCl (dichloromethane). Run at time 3 hour. Product: crude product, ClC1=NC(=NC(=C1)OC)NC(NS(=O)(=O)C(C)S(=O)(=O)N1CCCC1)=O (3-(4-chloro-6-methoxypyrimidin-2-yl)-1-(1-pyrrolidinosulfonylethylsulfonyl)urea). The yield is 701.1%. Reaction SMILES: [NH2:1][C:2]1[N:7]=[C:6]([Cl:8])[CH:5]=[C:4]([O:9][CH3:10])[N:3]=1.[N:11]1([S:16]([CH:19]([S:21]([N:24]=[C:25]=[O:26])(=[O:23])=[O:22])[CH3:20])(=[O:18])=[O:17])[CH2:15][CH2:14][CH2:13][CH2:12]1>ClCCl>[Cl:8][C:6]1[CH:5]=[C:4]([O:9][CH3:10])[N:3]=[C:2]([NH:1][C:25](=[O:26])[NH:24][S:21]([CH:19]([S:16]([N:11]2[CH2:15][CH2:14][CH2:13][CH2:12]2)(=[O:17])=[O:18])[CH3:20])(=[O:22])=[O:23])[N:7]=1. Procedure details: 1.6 g (0.01 mol) of 2-amino-4-chloro-6-methoxypyrimidine are dissolved in 30 ml of dichloromethane, and 2.7 g (0.01 mol) of 1-pyrrolidinosulfonylethylsulfonyl isocyanate (Example 3b) in 30 ml of dichloromethane are added dropwise at room temperature. After the mixture has been stirred for 3 hours at room temperature, the organic phase is washed with 2N HCl and water, dried and evaporated. Trituration of the crude product with diethyl ether gives 30 g (70% of theory) of 3-(4-chloro-6-methoxypyrim... The reactants are O=C([O-])[O-], CN(C)C=O, N#CCCl, [K+], [K+], O, c1ccc(C2(c3ccccc3)CCNCCO2)cc1. Product: Cl, N#CCN1CCOC(c2ccccc2)(c2ccccc2)CC1. Reaction SMILES: [C:20](=[O:21])([O-:22])[O-:23].[CH3:31][N:32]([CH3:33])[CH:34]=[O:35].[Cl:26][CH2:27][C:28]#[N:29].[K+:24].[K+:25].[OH2:30].[c:1]1([C:7]2([c:14]3[cH:15][cH:16][cH:17][cH:18][cH:19]3)[CH2:8][CH2:9][NH:10][CH2:11][CH2:12][O:13]2)[cH:2][cH:3][cH:4][cH:5][cH:6]1>>[ClH:26].[c:1]1([C:7]2([c:14]3[cH:15][cH:16][cH:17][cH:18][cH:19]3)[CH2:8][CH2:9][N:10]([CH2:27][C:28]#[N:29])[CH2:11][CH2:12][O:13]2)[cH:2][cH:3][cH:4][cH:5][cH:6]1. Reactants: CC(CS)(C)N (2-methyl-2-aminopropanethiol), ClC=1N=NC(=CC1)Cl (3,6-dichloropyridazine), [H-].[Na+] (sodium hydride). Solvent: C1=CC=CC=C1 (benzene), C1=CC=CC=C1 (benzene), C1=CC=CC=C1 (benzene). Yields the product NC(CSC=1N=NC(=CC1)Cl)(C)C (3-(2-amino-2-methylpropylthio)-6-chloropyridazine). Isolated yield 36.4%. Reaction SMILES: [H-].[Na+].[CH3:3][C:4]([NH2:8])([CH3:7])[CH2:5][SH:6].[Cl:9][C:10]1[N:11]=[N:12][C:13](Cl)=[CH:14][CH:15]=1>C1C=CC=CC=1>[NH2:8][C:4]([CH3:7])([CH3:3])[CH2:5][S:6][C:13]1[N:12]=[N:11][C:10]([Cl:9])=[CH:15][CH:14]=1 |f:0.1|. Procedure details: To a suspension of 1.32 g of 61% sodium hydride in 20 ml of benzene was added dropwise at room tmperature a solution of 2.6 g of 2-methyl-2-aminopropanethiol in 10 ml of benzene. Then, a solution of 4.1 g of 3,6-dichloropyridazine in 10 ml of benzene was added, and the mixture was refluxed for 6 hours. After cooling, the reaction mixture was washed with water and dried over magnesium sulfate. The solvent was evaporated to give 1.96 g of 3-(2-amino-2-methylpropylthio)-6-chloropyridazine. Reactants: BrC1=C(C=CC=C1)C1=CC=CC=C1 (2-Bromobiphenyl), [Mg] (magnesium), C1CO1 (Ethyleneoxide), [Cl-].[NH4+] (ammonium chloride), BrC1=C(C=CC=C1)C1=CC=CC=C1 (2-bromobiphenyl). The solvent is C1CCOC1 (THF), C1CCOC1 (THF), C(C)OCC (diethyl ether), Cl (hydrochloric acid). Conditions: temperature 0 celsius. Yields the product C1(=C(C=CC=C1)CCO)C1=CC=CC=C1 (2-(biphenyl-2-yl)ethanol). Yield: 49.9%. RXN SMILES: Br[C:2]1[CH:7]=[CH:6][CH:5]=[CH:4][C:3]=1[C:8]1[CH:13]=[CH:12][CH:11]=[CH:10][CH:9]=1.[Mg].[CH2:15]1[O:17][CH2:16]1.[Cl-].[NH4+]>C1COCC1.C(OCC)C.Cl>[C:3]1([C:8]2[CH:13]=[CH:12][CH:11]=[CH:10][CH:9]=2)[CH:4]=[CH:5][CH:6]=[CH:7][C:2]=1[CH2:15][CH2:16][OH:17] |f:3.4|. Reported procedure: 2-Bromobiphenyl (20.0 g, 86 mmol) in THF (85 ml) was dropwise added to a refluxing suspension of magnesium (2.1 g, 86 mmol) in THF (15 ml). The reaction mixture was refluxed for 18 h and an extra batch of 2-bromobiphenyl (2.0 g, 8.6 mmol) was added. The reaction mixture was refluxed for 2 h and cooled to 0° C. on an icebath. Ethyleneoxide (14.0 g, 0.32 mol) was was added. The reaction mixture was refluxed for 18 h, cooled to 0° C. and a saturated solution of ammonium chloride (100 ml) was dropwi...